This data is from the Open Reaction Database (ORD), a public repository of structured organic reaction records. The task is: describe an organic reaction: reactants, conditions, products, and yield The reactants are FC1=CC=C(C=C1)F (1,4-difluorobenzene), C1CCOC1 (THF), C(#N)C1=CC=NC=C1 (4-cyanopyridine), C1CCOC1 (THF), C(CCC)[Li] (Butyl lithium), CN(CCN(CCN(C)C)C)C (pentamethyldiethylenetriamine), C1CCOC1 (THF). Reaction conditions: temperature -75 celsius, time 5 minute. Yields the product FC1=C(C(=O)C2=CC=NC=C2)C=C(C=C1)F (4-(2,5-difluorobenzoyl)pyridine). The yield is 51.5%. As a reaction SMILES: C([Li])CCC.CN(C)[CH2:8][CH2:9][N:10](C)[CH2:11][CH2:12]N(C)C.[F:18][C:19]1[CH:24]=[CH:23][C:22]([F:25])=[CH:21][CH:20]=1.C(C1C=CN=CC=1)#N.C1C[O:37][CH2:36][CH2:35]1>>[F:18][C:19]1[CH:24]=[CH:23][C:22]([F:25])=[CH:21][C:20]=1[C:36]([C:35]1[CH:8]=[CH:9][N:10]=[CH:11][CH:12]=1)=[O:37]. Procedure: Butyl lithium (70 ml of 2.22M solution, 155 mmole) was added to a solution of pentamethyldiethylenetriamine (23.3 ml, 155 mmole) in THF (250 ml) at -70° C. The solution was stirred for 5 min and 1,4-difluorobenzene (17.7 g, 155 mmole) in THF was added at -70° C. The solution was stirred for 2 hr during which time it was cooled to -75° C. and 4-cyanopyridine (15.6 g, 150 mmole) in THF was added at -75° C. The mixture was allowed to warm to 25° C. slowly and then quenched with ammonium chloride so... The reactants are CC(=O)N1CCC(=O)CC1, C[Si](C)(C)OS(=O)(=O)C(F)(F)F, CC(=O)[O-], OC(c1ccccc1)c1ccccc1, ClCCl, [Na+], O. Yields the product CC(=O)N1CCC(=O)C(C(c2ccccc2)c2ccccc2)C1. Reaction SMILES: [C:1]([CH3:2])(=[O:3])[N:4]1[CH2:5][CH2:6][C:7](=[O:10])[CH2:8][CH2:9]1.[CH3:11][Si:12]([O:13][S:14]([C:15]([F:16])([F:17])[F:18])(=[O:19])=[O:20])([CH3:21])[CH3:22].[CH3:38][C:39](=[O:40])[O-:41].[CH:23]([c:24]1[cH:25][cH:26][cH:27][cH:28][cH:29]1)([c:30]1[cH:31][cH:32][cH:33][cH:34][cH:35]1)[OH:36].[Cl:42][CH2:43][Cl:44].[Na+:37].[OH2:45]>>[C:1]([CH3:2])(=[O:3])[N:4]1[CH2:5][CH:6]([CH:23]([c:24]2[cH:25][cH:26][cH:27][cH:28][cH:29]2)[c:30]2[cH:31][cH:32][cH:33][cH:34][cH:35]2)[C:7](=[O:10])[CH2:8][CH2:9]1.